This data is from the Open Reaction Database (ORD), a public repository of structured organic reaction records. The task is: describe an organic reaction: reactants, conditions, products, and yield The reactants are CC(=O)Nc1ccc2c(c1)COC2=O, CN(C)C=O, [H-], [Na+], Cc1ccc(S(=O)(=O)OCC(O)(CC(C)c2ccccc2)C(F)(F)F)cc1. The product is CC(CC(O)(CNc1ccc2c(c1)COC2=O)C(F)(F)F)c1ccccc1. Reaction SMILES: [C:1](=[O:2])([CH3:3])[NH:4][c:5]1[cH:6][c:7]2[c:12]([cH:13][cH:14]1)[C:10](=[O:11])[O:9][CH2:8]2.[CH3:44][N:45]([CH3:46])[CH:47]=[O:48].[H-:15].[Na+:16].[OH:17][C:18]([CH2:19][O:20][S:21]([c:22]1[cH:23][cH:24][c:25]([CH3:26])[cH:27][cH:28]1)(=[O:29])=[O:30])([CH2:31][CH:32]([CH3:33])[c:34]1[cH:35][cH:36][cH:37][cH:38][cH:39]1)[C:40]([F:41])([F:42])[F:43]>>[NH:4]([c:5]1[cH:6][c:7]2[c:12]([cH:13][cH:14]1)[C:10](=[O:11])[O:9][CH2:8]2)[CH2:19][C:18]([OH:17])([CH2:31][CH:32]([CH3:33])[c:34]1[cH:35][cH:36][cH:37][cH:38][cH:39]1)[C:40]([F:41])([F:42])[F:43]. Reactants: C(C=C)(=O)OC1=CC=C(C=C1)F (4-Fluorophenyl acrylate), [Cl-].[Al+3].[Cl-].[Cl-] (aluminum chloride), [Cl-].[Na+] (sodium chloride), ice water, Cl (hydrochloric acid). Reaction conditions: temperature 80 celsius, time 2 hour. Product: FC1=C2CCC(C2=C(C=C1)O)=O (4-fluoro-7-hydroxy-1-indanone). Yield: 95.8%. As a reaction SMILES: C([O:5][C:6]1[CH:11]=[CH:10][C:9]([F:12])=[CH:8][CH:7]=1)(=O)C=C.[Cl-].[Al+3].[Cl-].[Cl-].[Cl-].[Na+].Cl>>[F:12][C:9]1[CH:8]=[CH:7][C:6]([OH:5])=[C:11]2[C:10]=1[CH2:8][CH2:7][C:6]2=[O:5] |f:1.2.3.4,5.6|. Reported procedure: 4-Fluorophenyl acrylate (12.0 g) was added to a mixture of aluminum chloride (33.7 g) and sodium chloride (14.8 g), and the mixture was stirred at 80° C. for 2 hours and then at 160° C. for 1 hour. After completion of the reaction, ice-water and concentrated hydrochloric acid were added, and the reaction mixture was extracted with chloroform. The extract was washed with a saturated aqueous solution of sodium chloride and dried over magnesium sulfate. The solvent was evaporated, and the resulting...